This data is from the Open Reaction Database (ORD), a public repository of structured organic reaction records. The task is: describe an organic reaction: reactants, conditions, products, and yield The reactants are BrB(Br)Br, C1=CCCCC1, ClCCl, COc1cccc(S(=O)(=O)N2c3ccc(F)cc3-c3ccccc3C2C)c1. The product is CC1c2ccccc2-c2cc(F)ccc2N1S(=O)(=O)c1cccc(O)c1. As a reaction SMILES: [B:34]([Br:35])([Br:36])[Br:37].[CH2:28]1[CH2:29][CH:30]=[CH:31][CH2:32][CH2:33]1.[Cl:38][CH2:39][Cl:40].[F:1][c:2]1[cH:3][c:4]2[c:13]([cH:14][cH:15]1)[N:12]([S:16](=[O:17])(=[O:18])[c:19]1[cH:20][c:21]([O:25][CH3:26])[cH:22][cH:23][cH:24]1)[CH:11]([CH3:27])[c:10]1[c:5]-2[cH:6][cH:7][cH:8][cH:9]1>>[F:1][c:2]1[cH:3][c:4]2[c:13]([cH:14][cH:15]1)[N:12]([S:16](=[O:17])(=[O:18])[c:19]1[cH:20][c:21]([OH:25])[cH:22][cH:23][cH:24]1)[CH:11]([CH3:27])[c:10]1[c:5]-2[cH:6][cH:7][cH:8][cH:9]1. The reactants are CC(C)(C)NC(=O)N1CC(OC(c2ccccc2Cl)c2ccccc2Cl)C1, Clc1ccccc1C(OC1CNC1)c1ccccc1Cl, Cl, [N-]=C=O. The product is CC(C)NC(=O)N1CC(OC(c2ccccc2Cl)c2ccccc2Cl)C1. As a reaction SMILES: [Cl:25][c:26]1[c:27]([CH:28]([c:29]2[c:30]([Cl:35])[cH:31][cH:32][cH:33][cH:34]2)[O:36][CH:37]2[CH2:38][N:39]([C:41](=[O:42])[NH:43][C:44]([CH3:45])([CH3:46])[CH3:47])[CH2:40]2)[cH:48][cH:49][cH:50][cH:51]1.[Cl:2][c:3]1[cH:4][cH:5][cH:6][cH:7][c:8]1[CH:9]([O:10][CH:11]1[CH2:12][NH:13][CH2:14]1)[c:15]1[cH:16][cH:17][cH:18][cH:19][c:20]1[Cl:21].[ClH:1].[N-:22]=[C:23]=[O:24]>>[Cl:25][c:26]1[c:27]([CH:28]([c:29]2[c:30]([Cl:35])[cH:31][cH:32][cH:33][cH:34]2)[O:36][CH:37]2[CH2:38][N:39]([C:41](=[O:42])[NH:43][CH:44]([CH3:45])[CH3:46])[CH2:40]2)[cH:48][cH:49][cH:50][cH:51]1. Starting materials: CCCc1nc(CC)c(Br)c(=O)n1Cc1ccc(-c2ccccc2C#N)cc1, O=C([O-])[O-], C1COCCO1, CCOC(C)=O, [Cs+], [Cs+], OB(O)c1ccc(OC(F)(F)F)cc1. RXN SMILES: [Br:1][c:2]1[c:3]([CH2:27][CH3:28])[n:4][c:5]([CH2:24][CH2:25][CH3:26])[n:6]([CH2:9][c:10]2[cH:11][cH:12][c:13](-[c:16]3[c:17]([C:22]#[N:23])[cH:18][cH:19][cH:20][cH:21]3)[cH:14][cH:15]2)[c:7]1=[O:8].[C:43](=[O:44])([O-:45])[O-:46].[CH2:49]1[O:50][CH2:51][CH2:52][O:53][CH2:54]1.[CH3:55][CH2:56][O:57][C:58](=[O:59])[CH3:60].[Cs+:47].[Cs+:48].[F:29][C:30]([O:31][c:32]1[cH:33][cH:34][c:35]([B:38]([OH:39])[OH:40])[cH:36][cH:37]1)([F:41])[F:42]>>[c:2]1(-[c:35]2[cH:34][cH:33][c:32]([O:31][C:30]([F:29])([F:41])[F:42])[cH:37][cH:36]2)[c:3]([CH2:27][CH3:28])[n:4][c:5]([CH2:24][CH2:25][CH3:26])[n:6]([CH2:9][c:10]2[cH:11][cH:12][c:13](-[c:16]3[c:17]([C:22]#[N:23])[cH:18][cH:19][cH:20][cH:21]3)[cH:14][cH:15]2)[c:7]1=[O:8]. Product: CCCc1nc(CC)c(-c2ccc(OC(F)(F)F)cc2)c(=O)n1Cc1ccc(-c2ccccc2C#N)cc1. The reactants are COc1c(C)cnc(CSc2nc3cc4c(cc3[nH]2)C(C)(C)C(=O)C4(C)C)c1C, CON, CO, Cl. Yields the product CON=C1C(C)(C)c2cc3nc(SCc4ncc(C)c(OC)c4C)[nH]c3cc2C1(C)C. RXN SMILES: [CH3:1][O:2][c:3]1[c:4]([CH3:29])[c:5]([CH2:10][S:11][c:12]2[n:13][c:14]3[c:15]([nH:16]2)[cH:17][c:18]2[c:22]([cH:23]3)[C:21]([CH3:24])([CH3:25])[C:20](=[O:26])[C:19]2([CH3:27])[CH3:28])[n:6][cH:7][c:8]1[CH3:9].[CH3:31][O:32][NH2:33].[CH3:34][OH:35].[ClH:30]>>[CH3:1][O:2][c:3]1[c:4]([CH3:29])[c:5]([CH2:10][S:11][c:12]2[nH:13][c:14]3[c:15]([n:16]2)[cH:17][c:18]2[c:22]([cH:23]3)[C:21]([CH3:24])([CH3:25])[C:20](=[N:33][O:32][CH3:31])[C:19]2([CH3:27])[CH3:28])[n:6][cH:7][c:8]1[CH3:9]. Starting materials: BrC=1C=C2C(=CC(=NC2=CC1)C1=CC(=CC=C1)F)Cl (6-bromo-4-chloro-2-(3-fluorophenyl)-quinoline), CN1CCCC1=O (N-methyl pyrrolidinone), [N-]=[N+]=[N-].[Na+] (sodium azide), O (water). Solvent: C(C)(=O)OCC (ethyl acetate). Run at temperature 60 celsius. Product: BrC=1C=C2C(=CC(=NC2=CC1)C1=CC(=CC=C1)F)N=[N+]=[N-] (6-Bromo-4-azido-2-(3-fluorophenyl)-quinoline). As a reaction SMILES: [Br:1][C:2]1[CH:3]=[C:4]2[C:9](=[CH:10][CH:11]=1)[N:8]=[C:7]([C:12]1[CH:17]=[CH:16][CH:15]=[C:14]([F:18])[CH:13]=1)[CH:6]=[C:5]2Cl.CN1C(=O)CCC1.[N-:27]=[N+:28]=[N-:29].[Na+].O>C(OCC)(=O)C>[Br:1][C:2]1[CH:3]=[C:4]2[C:9](=[CH:10][CH:11]=1)[N:8]=[C:7]([C:12]1[CH:17]=[CH:16][CH:15]=[C:14]([F:18])[CH:13]=1)[CH:6]=[C:5]2[N:27]=[N+:28]=[N-:29] |f:2.3|. Procedure: Into a 250 mL three-neck round-bottom flask equipped with a condenser, magnetic stirrer, silicone oil heating bath, nitrogen inlet and gas outlet was placed 3.2 g (9.50 mmoles) of 6-bromo-4-chloro-2-(3-fluorophenyl)-quinoline. To this was added 75 mL of N-methyl pyrrolidinone then 6.0 g (95 mmoles, 10 equiv.) of sodium azide. The stirring mixture was then warmed to 60° C. for 18 hr. At the end of this time the reaction was cooled, then poured into a 1 L separatory funnel containing 500 mL water ... Starting materials: NCC(=O)O (glycine), C(C=1C(O)=CC=CC1)=O (salicylaldehyde), B.[Na] (sodium boron hydride), C(C=1C(O)=CC=CC1)=O (salicylaldehyde), B.[Na] (sodium boron hydride). Solvent: [OH-].[Na+] (sodium hydroxide). Run at time 1 hour. Yields the product OC1=C(CNCC(=O)O)C=CC=C1 (N-(2 -hydroxybenzyl) glycine). As a reaction SMILES: [NH2:1][CH2:2][C:3]([OH:5])=[O:4].[CH:6](=O)[C:7]1[C:8](=[CH:10][CH:11]=[CH:12][CH:13]=1)[OH:9].B.[Na]>[OH-].[Na+]>[OH:9][C:8]1[CH:10]=[CH:11][CH:12]=[CH:13][C:7]=1[CH2:6][NH:1][CH2:2][C:3]([OH:5])=[O:4] |f:2.3,4.5,^1:15|. Procedure: Nine grams of glycine were dissolved in 60 ml of a 2N sodium hydroxide aqueous solution. To the solution were then added 12 ml of salicylaldehyde and 1.3 g of sodium boron hydride in this order. After the mixture was stirred for 1 hour, 12 ml of salicylaldehyde and 1.3 g of sodium boron hydride were added thereto again. After the resulting mixture was stirred at room temperature for 1 hour, the insoluble matter was separated through filtration, and the filtrate was extracted with diethyl ether. ...